Dataset: the Open Reaction Database (ORD), a public repository of structured organic reaction records. Task: describe an organic reaction: reactants, conditions, products, and yield Starting materials: CS(=O)(=O)C1=CC=C(C=C1)N1CCNCC1 (1-(4-Methanesulfonyl-phenyl)-piperazine), N1(CCOCC1)C1=C(C(=O)Cl)C=C(C=C1)[N+](=O)[O-] (2-Morpholin-4-yl-5-nitro-benzoyl chloride). Yields the product CS(=O)(=O)C1=CC=C(C=C1)N1CCN(CC1)C(=O)C1=C(C=CC(=C1)[N+](=O)[O-])N1CCOCC1 ([4-(4-Methanesulfonyl-phenyl)-piperazin-1-yl]-(2-morpholin-4-yl-5-nitro-phenyl)-methanone). Reaction SMILES: [CH3:1][S:2]([C:5]1[CH:10]=[CH:9][C:8]([N:11]2[CH2:16][CH2:15][NH:14][CH2:13][CH2:12]2)=[CH:7][CH:6]=1)(=[O:4])=[O:3].[N:17]1([C:23]2[CH:31]=[CH:30][C:29]([N+:32]([O-:34])=[O:33])=[CH:28][C:24]=2[C:25](Cl)=[O:26])[CH2:22][CH2:21][O:20][CH2:19][CH2:18]1>>[CH3:1][S:2]([C:5]1[CH:6]=[CH:7][C:8]([N:11]2[CH2:16][CH2:15][N:14]([C:25]([C:24]3[CH:28]=[C:29]([N+:32]([O-:34])=[O:33])[CH:30]=[CH:31][C:23]=3[N:17]3[CH2:22][CH2:21][O:20][CH2:19][CH2:18]3)=[O:26])[CH2:13][CH2:12]2)=[CH:9][CH:10]=1)(=[O:3])=[O:4]. Procedure details: The title compound was prepared according to the procedure described for example 46 from 1-(4-Methanesulfonyl-phenyl)-piperazine and 2-Morpholin-4-yl-5-nitro-benzoyl chloride (76%, yellow solid, MS (m/e): 475.1 (M+H, 100%) Starting materials: N#Cc1ccc(CO)cc1, CCOCC, [Na+], [OH-], O. Yields the product NCc1ccc(CO)cc1. RXN SMILES: [C:1](#[N:2])[c:3]1[cH:4][cH:5][c:6]([CH2:7][OH:8])[cH:9][cH:10]1.[CH2:14]([O:15][CH2:16][CH3:17])[CH3:18].[Na+:13].[OH-:12].[OH2:11]>>[CH2:1]([NH2:2])[c:3]1[cH:4][cH:5][c:6]([CH2:7][OH:8])[cH:9][cH:10]1.